From a dataset of the Open Reaction Database (ORD), a public repository of structured organic reaction records. describe an organic reaction: reactants, conditions, products, and yield The reactants are BrC1C(C=C2C(C[C@H]3[C@@H]4CCC([C@@]4(C)CC[C@@H]3[C@]2(C1)C)=O)(CBr)Br)=O (2,6-dibromo-6-bromomethylandrost-4-ene-3,17-dione), [I-].[Na+] (sodium iodide). The solvent is CC(=O)C (acetone). Yields the product BrC1C(C=C2C(C[C@H]3[C@@H]4CCC([C@@]4(C)CC[C@@H]3[C@]2(C1)C)=O)=C)=O (2-Bromo-6-methylenandrost-4-ene-3,17-dione). The yield is 98.8%. As a reaction SMILES: [Br:1][CH:2]1[CH2:19][C@@:18]2([CH3:20])[C:5]([C:6](Br)([CH2:22]Br)[CH2:7][C@@H:8]3[C@@H:17]2[CH2:16][CH2:15][C@@:13]2([CH3:14])[C@H:9]3[CH2:10][CH2:11][C:12]2=[O:21])=[CH:4][C:3]1=[O:25].[I-].[Na+]>CC(C)=O>[Br:1][CH:2]1[CH2:19][C@@:18]2([CH3:20])[C:5]([C:6](=[CH2:22])[CH2:7][C@@H:8]3[C@@H:17]2[CH2:16][CH2:15][C@@:13]2([CH3:14])[C@H:9]3[CH2:10][CH2:11][C:12]2=[O:21])=[CH:4][C:3]1=[O:25] |f:1.2|. Procedure: A 250 ml 3-necked round bottomed flask fitted with a condenser, a thermometer and a magnetic stirrer is charged with 2.68 g of 2,6-dibromo-6-bromomethylandrost-4-ene-3,17-dione, 100 ml of acetone and 5.99 g of sodium iodide. The resulting suspension in refluxed for 15 min, cooled to room temperature, filtered and evaporated in vacuo. The residue is taken up with 50 ml of chloroform, washed twice with a saturated sodium thiosulfate aqueous solution, twice with water and dried over anhydrous calci... Reactants: ClC1=C(C=CC(=C1)Cl)C=1N=C(C(=NC1CC)N[C@H]1[C@H](CC2=CC=CC=C12)OCC)CC (5-(2,4-dichlorophenyl)-N-[(1R,2S)-2-ethoxy-2,3-dihydro-1H-inden-1-yl]-3,6-diethylpyrazin-2-amine), ClC1=C(C=CC(=C1)OC)C=1N=C(C(=NC1CC)N[C@@H]1CN(C[C@@H]1O)C(=O)OCC1=CC=CC=C1)CC (benzyl (3R,4S)-3-{[5-(2-chloro-4-methoxyphenyl)-3,6-diethylpyrazin-2-yl]amino}-4-hydroxypyrrolidine-1-carboxylate). Yields the product ClC1=C(C=CC(=C1)OC)C=1N=C(C(=NC1CC)N[C@@H]1CN(C[C@@H]1OCC)C(=O)OCC1=CC=CC=C1)CC (benzyl (3R,4S)-3-{[5-(2-chloro-4-methoxyphenyl)-3,6-diethylpyrazin-2-yl]amino}-4-ethoxypyrrolidine-1-carboxylate). As a reaction SMILES: Cl[C:2]1C=C(Cl)C=C[C:3]=1C1N=C(CC)C(N[C@@H]2C3C(=CC=CC=3)C[C@@H]2OCC)=NC=1CC.[Cl:32][C:33]1[CH:38]=[C:37]([O:39][CH3:40])[CH:36]=[CH:35][C:34]=1[C:41]1[N:42]=[C:43]([CH2:66][CH3:67])[C:44]([NH:49][C@H:50]2[C@@H:54]([OH:55])[CH2:53][N:52]([C:56]([O:58][CH2:59][C:60]3[CH:65]=[CH:64][CH:63]=[CH:62][CH:61]=3)=[O:57])[CH2:51]2)=[N:45][C:46]=1[CH2:47][CH3:48]>>[Cl:32][C:33]1[CH:38]=[C:37]([O:39][CH3:40])[CH:36]=[CH:35][C:34]=1[C:41]1[N:42]=[C:43]([CH2:66][CH3:67])[C:44]([NH:49][C@H:50]2[C@@H:54]([O:55][CH2:2][CH3:3])[CH2:53][N:52]([C:56]([O:58][CH2:59][C:60]3[CH:61]=[CH:62][CH:63]=[CH:64][CH:65]=3)=[O:57])[CH2:51]2)=[N:45][C:46]=1[CH2:47][CH3:48]. Procedure details: Following the procedure for the preparation of 5-(2,4-dichlorophenyl)-N-[(1R,2S)-2-ethoxy-2,3-dihydro-1H-inden-1-yl]-3,6-diethylpyrazin-2-amine but benzyl (3R,4S)-3-{[5-(2-chloro-4-methoxyphenyl)-3,6-diethylpyrazin-2-yl]amino}-4-hydroxypyrrolidine-1-carboxylate and making non-critical variations provided the title compound as a oil: 1H NMR (DMSO-d6) δ) 1.04, 1.16, 2.38, 2.68, 3.34, 3.40, 3.54, 3.70, 3.82, 4.18, 4.62, 5.10, 5.95, 6.98, 7.10, 7.26, 7.38; IR (diffuse reflectance) 2971, 2934, 2350 (... Reactants: esters, FC=1C=C(CN2[C@H](CCC2)C(=O)N[C@@H](C)C2=CC=C(C(=O)OC)C=C2)C=CC1 (methyl 4-((S)-1-((R)-1-(3-fluorobenzyl)pyrrolidine-2-carboxamido)ethyl)benzoate), O[Li].O (LiOH H2O). Yields the product FC=1C=C(CN2[C@H](CCC2)C(=O)N[C@@H](C)C2=CC=C(C(=O)[O-])C=C2)C=CC1.[Li+] (lithium 4-((S)-1-((R)-1-(3-fluorobenzyl)pyrrolidine-2-carboxamido)ethyl)benzoate). Reaction SMILES: [F:1][C:2]1[CH:3]=[C:4]([CH:26]=[CH:27][CH:28]=1)[CH2:5][N:6]1[CH2:10][CH2:9][CH2:8][C@@H:7]1[C:11]([NH:13][C@H:14]([C:16]1[CH:25]=[CH:24][C:19]([C:20]([O:22]C)=[O:21])=[CH:18][CH:17]=1)[CH3:15])=[O:12].O[Li:30].O>>[F:1][C:2]1[CH:3]=[C:4]([CH:26]=[CH:27][CH:28]=1)[CH2:5][N:6]1[CH2:10][CH2:9][CH2:8][C@@H:7]1[C:11]([NH:13][C@H:14]([C:16]1[CH:17]=[CH:18][C:19]([C:20]([O-:22])=[O:21])=[CH:24][CH:25]=1)[CH3:15])=[O:12].[Li+:30] |f:1.2,3.4|. Procedure: The title compound (E14) (48 mg) was prepared according to the general procedure for esters hydrolysis starting from methyl 4-((S)-1-((R)-1-(3-fluorobenzyl)pyrrolidine-2-carboxamido)ethyl)benzoate (D31) (53 mg). (LiOH H2O: 1.5 eq; reaction time: 24 hrs) Starting materials: ClC1=CC(=CC=C1)C(=O)OO (m-chloroperbenzoic acid), C([O-])(O)=O.[Na+] (sodium bicarbonate), FC(C1(OC2=C(N(C1)C1=NC=CC=C1)C=C(C=C2)[N+](=O)[O-])C(F)F)F (2-(2,2-bis(difluoromethyl)-6-nitro-3,4-dihydro-2H-1,4-benzoxazine-4-yl)pyridine), C([O-])(O)=O.[Na+] (sodium bicarbonate), C(CCC)C=1C(=C(C=CC1)SC1=C(C(=CC=C1)CCCC)CO)CO (butylhydroxymethylphenylsulfide). Run in ClCCl (dichloromethane), O (water), ClCCCl (1,2-dichloroethane). Reaction conditions: time 8 hour. The product is FC(C1(OC2=C(N(C1)C1=[N+](C=CC=C1)[O-])C=C(C=C2)[N+](=O)[O-])C(F)F)F (2-(2,2-bis(Difluoromethyl)-6-nitro-3,4-dihydro-2H-1,4-benzoxazine-4-yl)pyridine-N-oxide). Yield: 34.4%. RXN SMILES: [F:1][CH:2]([F:25])[C:3]1([CH:22]([F:24])[F:23])[CH2:8][N:7]([C:9]2[CH:14]=[CH:13][CH:12]=[CH:11][N:10]=2)[C:6]2[CH:15]=[C:16]([N+:19]([O-:21])=[O:20])[CH:17]=[CH:18][C:5]=2[O:4]1.C(=O)(O)[O-:27].[Na+].C(C1C(CO)=C(SC2C=CC=C(CCCC)C=2CO)C=CC=1)CCC.ClC1C=CC=C(C(OO)=O)C=1>ClCCl.O.ClCCCl>[F:25][CH:2]([F:1])[C:3]1([CH:22]([F:24])[F:23])[CH2:8][N:7]([C:9]2[CH:14]=[CH:13][CH:12]=[CH:11][N+:10]=2[O-:27])[C:6]2[CH:15]=[C:16]([N+:19]([O-:21])=[O:20])[CH:17]=[CH:18][C:5]=2[O:4]1 |f:1.2|. Procedure details: 2-(2,2-bis(difluoromethyl)-6-nitro-3,4-dihydro-2H-1,4-benzoxazine-4-yl)pyridine (1.32 g) 50% m-chloroperbenzoic acid (2.56 g), sodium bicarbonate (1.26 g), 1,2-dichloroethane (12 mL), water (12 mL), and butylhydroxymethylphenylsulfide (0.1 g) were stirred at reflux under nitrogen for 2 hours. Additional m-chloroperbenzoic acid (1.28 g), and sodium bicarbonate (0.063 g) were added and reflux was continued overnight. The reaction mixture was cooled, diluted with dichloromethane and washed with sod...